Dataset: the Open Reaction Database (ORD), a public repository of structured organic reaction records. Task: describe an organic reaction: reactants, conditions, products, and yield Starting materials: CC1=CC(=C(C(N1)=O)C#N)CCC (6-methyl-2-oxo-4-propyl-1,2-dihydropyridine-3-carbonitrile), Cl (HCl). Reagents/catalysts: [OH-].[OH-].[Pd+2] (Pd(OH)2). Solvent: CO (methanol). Run at time 48 hour. The product is Cl.NCC=1C(NC(=CC1CCC)C)=O (3-(Aminomethyl)-6-methyl-4-propyl-1,2-dihydropyridin-2-one HCl salt). Isolated yield 60.0%. RXN SMILES: [CH3:1][C:2]1[NH:7][C:6](=[O:8])[C:5]([C:9]#[N:10])=[C:4]([CH2:11][CH2:12][CH3:13])[CH:3]=1.[ClH:14]>CO.[OH-].[OH-].[Pd+2]>[ClH:14].[NH2:10][CH2:9][C:5]1[C:6](=[O:8])[NH:7][C:2]([CH3:1])=[CH:3][C:4]=1[CH2:11][CH2:12][CH3:13] |f:3.4.5,6.7|. Reported procedure: To a stirred solution of 6-methyl-2-oxo-4-propyl-1,2-dihydropyridine-3-carbonitrile (15.0 g, 85.1 mmol) in methanol (600 mL) and concentrated HCl (15 mL) was added Pd(OH)2 (15.0 g). The mixture was stirred for 48 hours under H2 atmosphere. The reaction mixture was filtered and filtrate was concentrated in vacuo. Ethanol was added to the residue, the resulting precipitate was collected and dried to give the titled compound as a white solid (13.0 g, 60% yield). 1H-NMR (400 MHz, CDCl3) δppm; 11.86 ...